From a dataset of the Open Reaction Database (ORD), a public repository of structured organic reaction records. describe an organic reaction: reactants, conditions, products, and yield Reactants: Clc1ccc(Cl)c(CBr)c1, Cn1c(=O)cc(N2CCCC(N)C2)n(Cc2cc(F)ccc2Br)c1=O. Yields the product Cn1c(=O)cc(N2CCCC(N)C2)n(Cc2cc(Cl)ccc2Cl)c1=O. As a reaction SMILES: [Cl:26][c:27]1[c:28]([CH2:29][Br:30])[cH:31][c:32]([Cl:35])[cH:33][cH:34]1.[NH2:1][CH:2]1[CH2:3][N:4]([c:8]2[cH:9][c:10](=[O:25])[n:11]([CH3:24])[c:12](=[O:23])[n:13]2[CH2:14][c:15]2[cH:16][c:17]([F:18])[cH:19][cH:20][c:21]2[Br:22])[CH2:5][CH2:6][CH2:7]1>>[NH2:1][CH:2]1[CH2:3][N:4]([c:8]2[cH:9][c:10](=[O:25])[n:11]([CH3:24])[c:12](=[O:23])[n:13]2[CH2:29][c:28]2[c:27]([Cl:26])[cH:34][cH:33][c:32]([Cl:35])[cH:31]2)[CH2:5][CH2:6][CH2:7]1. Reactants: CC1=NC2(CC(C3CCOC(C)(C)C3)Oc3ccc(Br)cc32)NC1=S, CO, N, CN(C)C=O. The product is CC1=NC2(CC(C3CCOC(C)(C)C3)Oc3ccc(Br)cc32)N=C1N. Reaction SMILES: [Br:1][c:2]1[cH:3][c:4]2[c:9]([cH:10][cH:11]1)[O:8][CH:7]([CH:12]1[CH2:13][C:14]([CH3:18])([CH3:19])[O:15][CH2:16][CH2:17]1)[CH2:6][C:5]21[NH:20][C:21](=[S:25])[C:22]([CH3:24])=[N:23]1.[CH3:27][OH:28].[NH3:26].[O:29]=[CH:30][N:31]([CH3:32])[CH3:33]>>[Br:1][c:2]1[cH:3][c:4]2[c:9]([cH:10][cH:11]1)[O:8][CH:7]([CH:12]1[CH2:13][C:14]([CH3:18])([CH3:19])[O:15][CH2:16][CH2:17]1)[CH2:6][C:5]21[N:20]=[C:21]([NH2:26])[C:22]([CH3:24])=[N:23]1. Starting materials: Cl.Cl.ClC1=C(COC=2C=CC=C3C=CC(=NC23)C)C(=CC=C1C(=O)N1CCNCC1)Cl (8-[2,6-dichloro-3-(piperazine-1-carbonyl)benzyloxy]-2-methylquinoline dihydrochloride), CNC(=O)C1=CC=C(C=CC(=O)O)C=C1 (4-(methylcarbamoyl)cinnamic acid), ON1N=NC2=C1C=CC=C2 (1-hydroxybenzotriazole), C(C)N=C=NCCCN(C)C (1-ethyl-3-(3-dimethylaminopropyl)carbodiimide). The solvent is CN(C=O)C (N,N-dimethylformamide), O (water). Reaction conditions: time 3 hour. Yields the product ClC1=C(COC=2C=CC=C3C=CC(=NC23)C)C(=CC=C1C(=O)N1CCN(CC1)C(C=CC1=CC=C(C=C1)C(NC)=O)=O)Cl (8-[2,6-dichloro-3-[4-[4-(methylcarbamoyl)cinnamoyl]piperazine-1-carbonyl]benzyloxy]-2-methylquinoline). Isolated yield 116.1%. As a reaction SMILES: Cl.Cl.[Cl:3][C:4]1[C:22]([C:23]([N:25]2[CH2:30][CH2:29][NH:28][CH2:27][CH2:26]2)=[O:24])=[CH:21][CH:20]=[C:19]([Cl:31])[C:5]=1[CH2:6][O:7][C:8]1[CH:9]=[CH:10][CH:11]=[C:12]2[C:17]=1[N:16]=[C:15]([CH3:18])[CH:14]=[CH:13]2.[CH3:32][NH:33][C:34]([C:36]1[CH:46]=[CH:45][C:39]([CH:40]=[CH:41][C:42](O)=[O:43])=[CH:38][CH:37]=1)=[O:35].ON1C2C=CC=CC=2N=N1.C(N=C=NCCCN(C)C)C>CN(C)C=O.O>[Cl:3][C:4]1[C:22]([C:23]([N:25]2[CH2:26][CH2:27][N:28]([C:42](=[O:43])[CH:41]=[CH:40][C:39]3[CH:45]=[CH:46][C:36]([C:34](=[O:35])[NH:33][CH3:32])=[CH:37][CH:38]=3)[CH2:29][CH2:30]2)=[O:24])=[CH:21][CH:20]=[C:19]([Cl:31])[C:5]=1[CH2:6][O:7][C:8]1[CH:9]=[CH:10][CH:11]=[C:12]2[C:17]=1[N:16]=[C:15]([CH3:18])[CH:14]=[CH:13]2 |f:0.1.2|. Procedure: To a solution of 8-[2,6-dichloro-3-(piperazine-1-carbonyl)benzyloxy]-2-methylquinoline dihydrochloride (60 mg), 4-(methylcarbamoyl)cinnamic acid (20.9 mg) and 1-hydroxybenzotriazole (22.6 mg) in N,N-dimethylformamide (0.6 ml) was added 1-ethyl-3-(3-dimethylaminopropyl)carbodiimide (27.4 mg) at ambient temperature, and the mixture was stirred for 3 hours at the same temperature. The reaction mixture was poured into water and extracted with ethyl acetate. The extract was washed with saturated sodi... Reactants: NC=1C=C2/C(/C(NC(C2=CC1)=O)=O)=C/NC1=CC=C(C=C1)N1CCN(CC1)C ((4Z)-6-amino-4-({[4-(4-methylpiperazin-1-yl)phenyl]amino}methylene)isoquinoline-1,3(2H,4H)-dione), ClC(=O)OC1=CC=C(C=C1)[N+](=O)[O-] (4-nitrophenyl chloroformate). Run in CN(C(C)=O)C (N,N-dimethylacetamide). Conditions: time 10 minute. The product is [N+](=O)([O-])C1=CC=C(C=C1)OC(NC=1C=C2C(C(NC(C2=CC1)=O)=O)=CNC1=CC=C(C=C1)N1CCN(CC1)C)=O ((4-{[4(4-methyl-piperazin-1-yl)-phenylamino]-methylene}-1,3-dioxo-1,2,3,4-tetrahyro-isoquinolin-6-yl)-carbamic acid 4-nitro-phenyl ester). Isolated yield 62.6%. Reaction SMILES: [NH2:1][C:2]1[CH:3]=[C:4]2[C:9](=[CH:10][CH:11]=1)[C:8](=[O:12])[NH:7][C:6](=[O:13])/[C:5]/2=[CH:14]\[NH:15][C:16]1[CH:21]=[CH:20][C:19]([N:22]2[CH2:27][CH2:26][N:25]([CH3:28])[CH2:24][CH2:23]2)=[CH:18][CH:17]=1.Cl[C:30]([O:32][C:33]1[CH:38]=[CH:37][C:36]([N+:39]([O-:41])=[O:40])=[CH:35][CH:34]=1)=[O:31]>CN(C)C(=O)C>[N+:39]([C:36]1[CH:35]=[CH:34][C:33]([O:32][C:30](=[O:31])[NH:1][C:2]2[CH:3]=[C:4]3[C:9](=[CH:10][CH:11]=2)[C:8](=[O:12])[NH:7][C:6](=[O:13])[C:5]3=[CH:14][NH:15][C:16]2[CH:17]=[CH:18][C:19]([N:22]3[CH2:23][CH2:24][N:25]([CH3:28])[CH2:26][CH2:27]3)=[CH:20][CH:21]=2)=[CH:38][CH:37]=1)([O-:41])=[O:40]. Procedure details: An amount of 200 mg (0.53 mmol) of (4Z)-6-amino-4-({[4-(4-methylpiperazin-1-yl)phenyl]amino}methylene)isoquinoline-1,3(2H,4H)-dione and 4-nitrophenyl chloroformate 320.0 mg (1.59 mmol) is stirred in N,N-dimethylacetamide at 100° C. for 1 hour. After cooling, the solvent is evaporated and stirred in 3 mL of water for 10 minutes. The solid precipitate is collected with ether to give 180 mg (70% yield) of (4-{[4(4-methyl-piperazin-1-yl)-phenylamino]-methylene}-1,3-dioxo-1,2,3,4-tetrahyro-isoquinoli... RXN SMILES: [CH2:41]([SnH:42]([CH2:43][CH2:44][CH2:45][CH3:46])[CH2:47][CH2:48][CH2:49][CH3:50])[CH2:51][CH2:52][CH3:53].[CH3:54][c:55]1[cH:56][cH:57][cH:58][cH:59][cH:60]1.[CH:1]1([c:4]2[o:5][c:6]3[c:7]([n:8]2)[c:9]([C:27]#[N:28])[c:10]([CH3:26])[c:11](-[c:20]2[cH:21][cH:22][cH:23][cH:24][cH:25]2)[c:12]3[CH:13]2[CH2:14][CH:15]([OH:19])[CH:16]([I:18])[CH2:17]2)[CH2:2][CH2:3]1.[N:29]([C:30]([CH3:31])([CH3:32])[C:33]#[N:34])=[N:35][C:36]([CH3:37])([CH3:38])[C:39]#[N:40]>>[CH:1]1([c:4]2[o:5][c:6]3[c:7]([n:8]2)[c:9]([C:27]#[N:28])[c:10]([CH3:26])[c:11](-[c:20]2[cH:21][cH:22][cH:23][cH:24][cH:25]2)[c:12]3[CH:13]2[CH2:14][CH:15]([OH:19])[CH2:16][CH2:17]2)[CH2:2][CH2:3]1. Starting materials: CCCC[SnH](CCCC)CCCC, Cc1ccccc1, Cc1c(-c2ccccc2)c(C2CC(O)C(I)C2)c2oc(C3CC3)nc2c1C#N, CC(C)(C#N)N=NC(C)(C)C#N. The product is Cc1c(-c2ccccc2)c(C2CCC(O)C2)c2oc(C3CC3)nc2c1C#N.